From a dataset of the Open Reaction Database (ORD), a public repository of structured organic reaction records. describe an organic reaction: reactants, conditions, products, and yield Reactants: C1(=CC=CC=C1)C1=CN(C=2N=CN=C(C21)N)C2=CC(=CC=C2)OCCNCCO (5-Phenyl-7-[3-(2-(2-hydroxyethylamino)ethoxy)phenyl]-4-aminopyrrolo[2,3-d]-pyrimidine), Cl (hydrochloride). Yields the product C1(=CC=CC=C1)C1=CN(C=2N=CN=C(C21)N)C2=CC(=CC=C2)OCCCl (5-phenyl-7-[3-(2-chloroethoxy)phenyl]-4-aminopyrrolo[2,3-d]-pyrimidine), NCCO (2-aminoethanol). Reaction SMILES: [C:1]1([C:7]2[C:15]3[C:14]([NH2:16])=[N:13][CH:12]=[N:11][C:10]=3[N:9]([C:17]3[CH:22]=[CH:21][CH:20]=[C:19]([O:23][CH2:24][CH2:25][NH:26]CCO)[CH:18]=3)[CH:8]=2)[CH:6]=[CH:5][CH:4]=[CH:3][CH:2]=1.[ClH:30]>>[C:1]1([C:7]2[C:15]3[C:14]([NH2:16])=[N:13][CH:12]=[N:11][C:10]=3[N:9]([C:17]3[CH:22]=[CH:21][CH:20]=[C:19]([O:23][CH2:24][CH2:25][Cl:30])[CH:18]=3)[CH:8]=2)[CH:6]=[CH:5][CH:4]=[CH:3][CH:2]=1.[NH2:26][CH2:25][CH2:24][OH:23]. Reported procedure: 5-Phenyl-7-[3-(2-(2-hydroxyethylamino)ethoxy)phenyl]-4-aminopyrrolo[2,3-d]-pyrimidine, m.p. 188°-189° C., or a salt thereof, e.g. the hydrochloride. The free compound is obtained by reaction of 5-phenyl-7-[3-(2-chloroethoxy)phenyl]-4-aminopyrrolo[2,3-d]-pyrimidine (see Example 108) and 2-aminoethanol.